Dataset: the Open Reaction Database (ORD), a public repository of structured organic reaction records. Task: describe an organic reaction: reactants, conditions, products, and yield Reactants: ClC1=CC=C(C=C1)C=1OC(=C(N1)CC(=O)OCC)CCCCC (ethyl 2-[2-(4-chlorophenyl)-5-n-pentyl-4-oxazolyl]acetate), CO (methanol), [OH-].[K+] (potassium hydroxide). Solvent: O (water). The product is ClC1=CC=C(C=C1)C=1OC(=C(N1)CC(=O)O)CCCCC (2-[2-(4-chlorophenyl)-5-n-pentyl-4-oxazolyl]acetic acid). Isolated yield 87.3%. As a reaction SMILES: [Cl:1][C:2]1[CH:7]=[CH:6][C:5]([C:8]2[O:9][C:10]([CH2:19][CH2:20][CH2:21][CH2:22][CH3:23])=[C:11]([CH2:13][C:14]([O:16]CC)=[O:15])[N:12]=2)=[CH:4][CH:3]=1.CO.[OH-].[K+]>O>[Cl:1][C:2]1[CH:3]=[CH:4][C:5]([C:8]2[O:9][C:10]([CH2:19][CH2:20][CH2:21][CH2:22][CH3:23])=[C:11]([CH2:13][C:14]([OH:16])=[O:15])[N:12]=2)=[CH:6][CH:7]=1 |f:2.3|. Procedure: 1.0 g of ethyl 2-[2-(4-chlorophenyl)-5-n-pentyl-4-oxazolyl]acetate, 10 ml of methanol, 3 ml of water and 0.4 g of potassium hydroxide are treated in the same manner as described in Example 8. 0.8 g of 2-[2-(4-chlorophenyl)-5-n-pentyl-4-oxazolyl]acetic acid are thereby obtained. Yield: 87.2%.